describe an organic reaction: reactants, conditions, products, and yield From a dataset of the Open Reaction Database (ORD), a public repository of structured organic reaction records. The reactants are ClS(=O)(=O)O (chlorosulfonic acid), C(C)(C)(C)C1=CC(=CC=C1)OC (1-tert-Butyl-3-methoxybenzene), CO (Methanol). Solvent: ClCCl (dichloromethane). Run at temperature 0 celsius, time 30 minute. The product is C(C)(C)(C)C1=CC(=C(C=C1)S(=O)(=O)O)OC (4-tert-Butyl-2-methoxybenzenesulfonic acid). The yield is 131.1%. As a reaction SMILES: [C:1]([C:5]1[CH:10]=[CH:9][CH:8]=[C:7]([O:11][CH3:12])[CH:6]=1)([CH3:4])([CH3:3])[CH3:2].Cl[S:14]([OH:17])(=[O:16])=[O:15].CO>ClCCl>[C:1]([C:5]1[CH:10]=[CH:9][C:8]([S:14]([OH:17])(=[O:16])=[O:15])=[C:7]([O:11][CH3:12])[CH:6]=1)([CH3:4])([CH3:2])[CH3:3]. Procedure: To a cooled (0° C.) solution of 29 (6.19 g; 37.69 mmol) in anhydrous dichloromethane (160 mL) was added chlorosulfonic acid (3.0 mL; 45.22 mmol) dropwise. After addition as complete, the reaction was stirred at 0° C. for an additional 30 minutes, allowed to gradually warm to room temperature and further stirred overnight. The reaction mixture was concentrated under reduced pressure to about 500 mL and washed with aqueous hydrochloric acid (20 nm; 20N). The organic layer was separated and dried o... Starting materials: FC(CCC(C1=C(C=C(C=C1)C1=NC=C(C=N1)C(F)(F)F)C)NC1=CC=C(C(=O)O)C=C1)(F)F (4-((4,4,4-trifluoro-1-(2-methyl-4-(5-(trifluoromethyl)pyrimidin-2-yl)phenyl)butyl)amino)benzoic acid), N1C[C@@H](CCC1)C(=O)OCC (ethyl (3R)-piperidine-3-carboxylate), ON1N=NC2=C1C=CC=C2 (1-hydroxybenzotriazole), Cl.C(C)N=C=NCCCN(C)C (1-ethyl-3-(3-dimethylaminopropyl)carbodiimide hydrochloride), C(C)(C)N(CC)C(C)C (diisopropylethylamine). Run in CN(C=O)C (dimethylformamide), O (water). Product: FC(CCC(C1=C(C=C(C=C1)C1=NC=C(C=N1)C(F)(F)F)C)NC1=CC=C(C(=O)N2C[C@@H](CCC2)C(=O)OCC)C=C1)(F)F (ethyl (3R)-1-(4-((4,4,4-trifluoro-1-(2-methyl-4-(5-(trifluoromethyl)pyrimidin-2-yl)phenyl)butyl)amino)benzoyl)piperidine-3-carboxylate). As a reaction SMILES: [F:1][C:2]([F:34])([F:33])[CH2:3][CH2:4][CH:5]([NH:23][C:24]1[CH:32]=[CH:31][C:27]([C:28](O)=[O:29])=[CH:26][CH:25]=1)[C:6]1[CH:11]=[CH:10][C:9]([C:12]2[N:17]=[CH:16][C:15]([C:18]([F:21])([F:20])[F:19])=[CH:14][N:13]=2)=[CH:8][C:7]=1[CH3:22].[NH:35]1[CH2:40][CH2:39][CH2:38][C@@H:37]([C:41]([O:43][CH2:44][CH3:45])=[O:42])[CH2:36]1.ON1C2C=CC=CC=2N=N1.Cl.C(N=C=NCCCN(C)C)C.C(N(C(C)C)CC)(C)C>CN(C)C=O.O>[F:34][C:2]([F:1])([F:33])[CH2:3][CH2:4][CH:5]([NH:23][C:24]1[CH:25]=[CH:26][C:27]([C:28]([N:35]2[CH2:40][CH2:39][CH2:38][C@@H:37]([C:41]([O:43][CH2:44][CH3:45])=[O:42])[CH2:36]2)=[O:29])=[CH:31][CH:32]=1)[C:6]1[CH:11]=[CH:10][C:9]([C:12]2[N:13]=[CH:14][C:15]([C:18]([F:21])([F:19])[F:20])=[CH:16][N:17]=2)=[CH:8][C:7]=1[CH3:22] |f:3.4|. Reported procedure: A solution of 4-((4,4,4-trifluoro-1-(2-methyl-4-(5-(trifluoromethyl)pyrimidin-2-yl)phenyl)butyl)amino)benzoic acid, ethyl (3R)-piperidine-3-carboxylate (2.29 mL), 1-hydroxybenzotriazole (2.01 g), 1-ethyl-3-(3-dimethylaminopropyl)carbodiimide hydrochloride (2.85 g) and diisopropylethylamine (2.60 mL) in dimethylformamide (30 mL) was stirred at room temperature overnight. The reaction mixture was added to water, and the mixture was extracted with ethyl acetate. The extract was washed with water an... The reactants are FC1=C(C=CC(=C1)OC)N1C(N(C2=NC(=NC=C2C1)NC1=CC=C(C=C1)OC)[C@@](C(C(C)(C)C)(C1=CC=CC=C1)C1=CC=CC=C1)(C)O[SiH3])=O ((S)-3-(2-Fluoro-4-methoxy-phenyl)-1-(2-tert-butyl-diphenyl-silanyloxy-1-methyl-ethyl)-7-(4-methoxy-phenylamino)-3,4-dihydro-1H-pyrimido[4,5-d]pyrimidin-2-one), O1CCCC1 (tetrahydrofuran), [F-].C(CCC)[N+](CCCC)(CCCC)CCCC (tetrabutylammonium fluoride). Conditions: time 4 hour. The product is FC1=C(C=CC(=C1)OC)N1C(N(C2=NC(=NC=C2C1)NC1=CC=C(C=C1)OC)[C@H](CO)C)=O ((S)-(+)-3-(2-fluoro-4-methoxy-phenyl)-1-(2-hydroxy-1-methyl-ethyl)-7-(4-methoxy-phenylamino)-3,4-dihydro-1H-pyrimido[4,5-d]pyrimidin-2-one). As a reaction SMILES: [F:1][C:2]1[CH:7]=[C:6]([O:8][CH3:9])[CH:5]=[CH:4][C:3]=1[N:10]1[CH2:19][C:18]2[C:13](=[N:14][C:15]([NH:20][C:21]3[CH:26]=[CH:25][C:24]([O:27][CH3:28])=[CH:23][CH:22]=3)=[N:16][CH:17]=2)[N:12]([C@:29](O[SiH3])([CH3:47])[C:30](C2C=CC=CC=2)(C2C=CC=CC=2)C(C)(C)C)[C:11]1=[O:50].[F-].C([N+](CCCC)(CCCC)CCCC)CCC.[O:69]1CCCC1>>[F:1][C:2]1[CH:7]=[C:6]([O:8][CH3:9])[CH:5]=[CH:4][C:3]=1[N:10]1[CH2:19][C:18]2[C:13](=[N:14][C:15]([NH:20][C:21]3[CH:26]=[CH:25][C:24]([O:27][CH3:28])=[CH:23][CH:22]=3)=[N:16][CH:17]=2)[N:12]([C@@H:29]([CH3:47])[CH2:30][OH:69])[C:11]1=[O:50] |f:1.2|. Procedure: (S)-3-(2-Fluoro-4-methoxy-phenyl)-1-(2-tert-butyl-diphenyl-silanyloxy-1-methyl-ethyl)-7-(4-methoxy-phenylamino)-3,4-dihydro-1H-pyrimido[4,5-d]pyrimidin-2-one (0.25 g, 0.35 mmol) was dissolved in anhydrous tetrahydrofuran (2.5 mL) and treated with tetrabutylammonium fluoride (1.0 M in tetrahydrofuran, 1.40 mL, 1.400 mmol). The reaction was stirred in a water bath that was maintained in the 30–40° C. range. The reaction was complete after 4 hours and was concentrated. This residue was redissolved ... Procedure: A solution of 3,5-dimethyl-5-nitro-1,3-oxazinane (11.5 g, 71.8 mmol) in 280 ml ethanol, 50 ml water, and 12 ml of concentrated hydrochloric acid was equipped with a dean stark trap and heated at reflux temperature. To the refluxing reaction was slowly added a solution of 280 ml ethanol and 50 ml water. The rate of addition of the solution was matched to the rate of distillation and removal of an equal volume of solvent over the course of ca. 2 hours. After 4 hours at reflux temperature, the rema... Reaction SMILES: [CH3:1][N:2]1[CH2:7][C:6]([CH3:11])([N+:8]([O-:10])=[O:9])[CH2:5][O:4]C1.[ClH:12]>C(O)C.O>[ClH:12].[CH3:11][C:6]([N+:8]([O-:10])=[O:9])([CH2:7][NH:2][CH3:1])[CH2:5][OH:4] |f:4.5|. The solvent is C(C)O (ethanol), O (water), O (water), C(C)O (ethanol). Product: Cl.CC(CO)(CNC)[N+](=O)[O-] (2-Methyl-3-(methylamino)-2-nitropropan-1-ol hydrochloride). Reactants: CN1COCC(C1)([N+](=O)[O-])C (3,5-dimethyl-5-nitro-1,3-oxazinane), Cl (hydrochloric acid). The reactants are C(C)(=O)[O-].[K+] (potassium acetate), ClC=1C=NC(=NC1)CCC(=O)[O-] (3-(5-Chloropyrimidin-2-yl)propanoate), B1(OC(C(O1)(C)C)(C)C)B2OC(C(O2)(C)C)(C)C (bis(pinacolato)diboron). The reagents and catalysts are C1CCC(CC1)P(C2CCCCC2)C3CCCCC3.C1CCC(CC1)P(C2CCCCC2)C3CCCCC3.[Pd] (bis(tricyclohexylphosphine)palladium(0)). Solvent: O1CCOCC1 (dioxane). Reaction conditions: temperature 85 celsius. Product: [OH-].[NH4+] (ammonium hydroxide), C(C)OC(CCC1=NC=C(C=N1)B(O)O)=O ([2-(3-ethoxy-3-oxopropyl)pyrimidin-5-yl]boronic acid). Yield: 0.1%. RXN SMILES: Cl[C:2]1[CH:3]=[N:4][C:5]([CH2:8][CH2:9][C:10]([O-:12])=[O:11])=[N:6][CH:7]=1.[B:13]1(B2OC(C)(C)C(C)(C)O2)[O:17]C(C)(C)C(C)(C)[O:14]1.[C:31]([O-])(=O)[CH3:32].[K+]>O1CCOCC1.C1CCC(P(C2CCCCC2)C2CCCCC2)CC1.C1CCC(P(C2CCCCC2)C2CCCCC2)CC1.[Pd]>[OH-:11].[NH4+:4].[CH2:31]([O:12][C:10](=[O:11])[CH2:9][CH2:8][C:5]1[N:4]=[CH:3][C:2]([B:13]([OH:17])[OH:14])=[CH:7][N:6]=1)[CH3:32] |f:2.3,5.6.7,8.9|. Procedure details: 3-(5-Chloropyrimidin-2-yl)propanoate (1.49 g, 6.97 mmol), bis(pinacolato)diboron (1.95 g, 7.67 mmol), and potassium acetate (1.1 g, 11.15 mmol) were suspended in dioxane (34.8 mL). The system was evacuated and then purged with Ar three times before adding bis(tricyclohexylphosphine)palladium(0) (0.12 g, 0.17 mmol). The system was evacuated and then purged with Ar three times before capping and heating the mixture to 85° C. for 16 hours. The reaction was allowed to cool to room temperature, filte... The reactants are CNc1cc(Nc2ccc(C(C)=O)cc2)ncn1, O=C=Nc1c(Cl)cccc1Cl, C1COCCO1. Yields the product CC(=O)c1ccc(Nc2cc(N(C)C(=O)Nc3c(Cl)cccc3Cl)ncn2)cc1. RXN SMILES: [CH3:1][NH:2][c:3]1[cH:4][c:5]([NH:9][c:10]2[cH:11][cH:12][c:13]([C:16]([CH3:17])=[O:18])[cH:14][cH:15]2)[n:6][cH:7][n:8]1.[Cl:19][c:20]1[c:21]([N:27]=[C:28]=[O:29])[c:22]([Cl:26])[cH:23][cH:24][cH:25]1.[O:30]1[CH2:31][CH2:32][O:33][CH2:34][CH2:35]1>>[CH3:1][N:2]([c:3]1[cH:4][c:5]([NH:9][c:10]2[cH:11][cH:12][c:13]([C:16]([CH3:17])=[O:18])[cH:14][cH:15]2)[n:6][cH:7][n:8]1)[C:28]([NH:27][c:21]1[c:20]([Cl:19])[cH:25][cH:24][cH:23][c:22]1[Cl:26])=[O:29]. Starting materials: Cl.Cl.CN1CCN(CC1)CCCl (N′-methyl-N-2-chloroethylpiperazine dihydrochloride), C([O-])([O-])=O.[K+].[K+] (potassium carbonate). Solvent: CCOCC (ether). Reaction conditions: time 30 minute. The product is CN1CCN(CC1)CCCl (N′-methyl-N-2-chloroethylpiperazine). Yield: 84.0%. RXN SMILES: Cl.Cl.[CH3:3][N:4]1[CH2:9][CH2:8][N:7]([CH2:10][CH2:11][Cl:12])[CH2:6][CH2:5]1.C(=O)([O-])[O-].[K+].[K+]>CCOCC>[CH3:3][N:4]1[CH2:9][CH2:8][N:7]([CH2:10][CH2:11][Cl:12])[CH2:6][CH2:5]1 |f:0.1.2,3.4.5|. Procedure details: The N′-methyl-N-2-chloroethylpiperazine dihydrochloride (10.0 g, 45.4 mmol) was added slowly to a mixture of 50% aqueous potassium carbonate (200 mL) and ether (200 mL) and the mixture was stirred for 30 min., layers were separated, aqueous layer extracted with ether ( 2×200 mL). Combined organic extracts were dried on anhydrous sodium sulfate and concentrated to give N′-methyl-N-2-chloroethylpiperazine (6.2 g).